From a dataset of the Open Reaction Database (ORD), a public repository of structured organic reaction records. describe an organic reaction: reactants, conditions, products, and yield Reactants: COc1ccc(C=C2Oc3cc(O)ccc3C2=O)cc1OC, CC(=O)Cl, CCOC(C)=O, c1ccncc1. Yields the product COc1ccc(C=C2Oc3cc(OC(C)=O)ccc3C2=O)cc1OC. Reaction SMILES: [CH3:1][O:2][c:3]1[cH:4][c:5]([CH:11]=[C:12]2[O:13][c:14]3[c:15]([cH:18][cH:19][c:20]([OH:22])[cH:21]3)[C:16]2=[O:17])[cH:6][cH:7][c:8]1[O:9][CH3:10].[CH3:23][C:24]([Cl:25])=[O:26].[CH3:27][CH2:28][O:29][C:30](=[O:31])[CH3:32].[cH:33]1[cH:34][cH:35][n:36][cH:37][cH:38]1>>[CH3:1][O:2][c:3]1[cH:4][c:5]([CH:11]=[C:12]2[O:13][c:14]3[c:15]([cH:18][cH:19][c:20]([O:22][C:24]([CH3:23])=[O:26])[cH:21]3)[C:16]2=[O:17])[cH:6][cH:7][c:8]1[O:9][CH3:10].